This data is from the Open Reaction Database (ORD), a public repository of structured organic reaction records. The task is: describe an organic reaction: reactants, conditions, products, and yield Reaction conditions: temperature 0 celsius, time 30 minute. As a reaction SMILES: [BH4-].[Na+].B(F)(F)F.CC[O:9]CC.[CH2:12]([O:19][C:20]1[CH:25]=[CH:24][C:23]([C:26]2[CH2:31][CH2:30][N:29]([C:32]([O:34][C:35]([CH3:38])([CH3:37])[CH3:36])=[O:33])[CH2:28][CH:27]=2)=[CH:22][CH:21]=1)[C:13]1[CH:18]=[CH:17][CH:16]=[CH:15][CH:14]=1.[OH-].[Na+].OO.Cl>C1COCC1.C(O)C.C(Cl)Cl.O>[CH2:12]([O:19][C:20]1[CH:25]=[CH:24][C:23]([C@@H:26]2[CH2:31][CH2:30][N:29]([C:32]([O:34][C:35]([CH3:38])([CH3:37])[CH3:36])=[O:33])[CH2:28][C@H:27]2[OH:9])=[CH:22][CH:21]=1)[C:13]1[CH:14]=[CH:15][CH:16]=[CH:17][CH:18]=1 |f:0.1,2.3,5.6|. Yields the product C(C1=CC=CC=C1)OC1=CC=C(C=C1)[C@H]1[C@@H](CN(CC1)C(=O)OC(C)(C)C)O ((+/−)-rel-(3S,4S)-tert-Butyl 4-(4-(benzyloxy)phenyl)-3-hydroxypiperidine-1-carboxylate). Procedure: Sodium borohydride (15.5 g, 410 mmol) was dissolved in THF, and the solution was chilled to 0° C. Boron trifluoride etherate (52.3 mL, 424 mmol) was added to the solution and the mixture was allowed to warm to rt and stirred for 30 min. Then a solution of tert-butyl 4-(4-(benzyloxy)phenyl)-5,6-dihydropyridine-1(2H)-carboxylate (50 g, 137 mmol, intermediate A) in 500 mL of THF was added and the reaction mixture was stirred for 2 h at rt. A 100 mL portion of water was then added slowly to the mixt... Starting materials: [OH-].[Na+] (sodium hydroxide), OO (hydrogen peroxide), C(C1=CC=CC=C1)OC1=CC=C(C=C1)C1=CCN(CC1)C(=O)OC(C)(C)C (tert-butyl 4-(4-(benzyloxy)phenyl)-5,6-dihydropyridine-1(2H)-carboxylate), C(C1=CC=CC=C1)OC1=CC=C(C=C1)C1=CCN(CC1)C(=O)OC(C)(C)C (tert-butyl 4-(4-(benzyloxy)phenyl)-5,6-dihydropyridine-1(2H)-carboxylate), Cl (HCl), B(F)(F)F.CCOCC (Boron trifluoride etherate), [BH4-].[Na+] (Sodium borohydride). Run in C(C)O (ethanol), C1CCOC1 (THF), C(Cl)Cl (DCM), O (water), C1CCOC1 (THF). Isolated yield 88.5%. Starting materials: CB1OB(OB(O1)C)C (Trimethylboroxine), BrC=1C(=CC(=NC1)C1=CC=CC2=C1OC1=C2C=CC=C1)C (5-Bromo-2-(dibenzo[b,d]furan-4-yl)-4-methylpyridine), O.P(=O)([O-])([O-])[O-].[K+].[K+].[K+] (potassium phosphate monohydrate), C1(=CC=CC=C1)C (toluene). The reagents and catalysts are C=1C=CC(=CC1)/C=C/C(=O)/C=C/C2=CC=CC=C2.C=1C=CC(=CC1)/C=C/C(=O)/C=C/C2=CC=CC=C2.C=1C=CC(=CC1)/C=C/C(=O)/C=C/C2=CC=CC=C2.[Pd].[Pd] (Pd2(dba)3), C1(CCCCC1)P(C1=C(C=CC=C1)C1=C(C=CC=C1OC)OC)C1CCCCC1 (dicyclohexyl(2′,6′-dimethoxy-[1,1′-biphenyl]-2-yl)phosphine). Solvent: O (water). Product: C1=CC=C(C=2OC3=C(C21)C=CC=C3)C3=NC=C(C(=C3)C)C (2-(dibenzo[b,d]furan-4-yl)-4,5-dimethylpyridine). As a reaction SMILES: Br[C:2]1[C:3]([CH3:21])=[CH:4][C:5]([C:8]2[C:13]3[O:14][C:15]4[CH:20]=[CH:19][CH:18]=[CH:17][C:16]=4[C:12]=3[CH:11]=[CH:10][CH:9]=2)=[N:6][CH:7]=1.O.P([O-])([O-])([O-])=O.[K+].[K+].[K+].[C:31]1(C)C=CC=CC=1.CB1OB(C)OB(C)O1>C1C=CC(/C=C/C(/C=C/C2C=CC=CC=2)=O)=CC=1.C1C=CC(/C=C/C(/C=C/C2C=CC=CC=2)=O)=CC=1.C1C=CC(/C=C/C(/C=C/C2C=CC=CC=2)=O)=CC=1.[Pd].[Pd].C1(P(C2CCCCC2)C2C=CC=CC=2C2C(OC)=CC=CC=2OC)CCCCC1.O>[CH:11]1[C:12]2[C:16]3[CH:17]=[CH:18][CH:19]=[CH:20][C:15]=3[O:14][C:13]=2[C:8]([C:5]2[CH:4]=[C:3]([CH3:21])[C:2]([CH3:31])=[CH:7][N:6]=2)=[CH:9][CH:10]=1 |f:1.2.3.4.5,8.9.10.11.12|. Reported procedure: 5-Bromo-2-(dibenzo[b,d]furan-4-yl)-4-methylpyridine (28.7 g, 85 mmol), dicyclohexyl(2′,6′-dimethoxy-[1,1′-biphenyl]-2-yl)phosphine (1.394 g, 3.39 mmol) and potassium phosphate monohydrate (58.6 g, 255 mmol) were added to toluene (500 mL) and water (50 mL) and degassed for 20 min. Trimethylboroxine (14.83 mL, 106 mmol) and Pd2(dba)3 (0.777 g, 0.849 mmol) were added and the reaction mixture heated to reflux overnight. After cooling, the organic layer was separated and the aqueous layer extracted 3... As a reaction SMILES: [CH3:11][CH2:12][O:13][C:14](=[O:15])[CH3:16].[CH3:1][S:2][c:3]1[c:4]([CH:5]=[O:6])[cH:7][cH:8][cH:9][cH:10]1.[Cl:17][CH2:18][Cl:19]>>[CH3:1][S:2]([c:3]1[c:4]([CH:5]=[O:6])[cH:7][cH:8][cH:9][cH:10]1)=[O:13]. The reactants are CCOC(C)=O, CSc1ccccc1C=O, ClCCl. The product is CS(=O)c1ccccc1C=O. Yields the product N#Cc1nc(NN)c(F)c(N)c1Cl. Reactants: C1CCOC1, CS(C)=O, CC#N, NN, N#Cc1nc(F)c(F)c(N)c1Cl, O. As a reaction SMILES: [CH2:16]1[O:17][CH2:18][CH2:19][CH2:20]1.[CH3:21][S:22]([CH3:23])=[O:24].[CH3:25][C:26]#[N:27].[NH2:2][NH2:3].[NH2:4][c:5]1[c:6]([Cl:15])[c:7]([C:13]#[N:14])[n:8][c:9]([F:12])[c:10]1[F:11].[OH2:1]>>[NH:2]([NH2:3])[c:9]1[n:8][c:7]([C:13]#[N:14])[c:6]([Cl:15])[c:5]([NH2:4])[c:10]1[F:11]. The reactants are [N+](=O)([O-])C1=C(C(=CC=C1)[N+](=O)[O-])Cl (2,6-dinitrochlorobenzene), C1(=CC=CC=C1)NN (phenylhydrazine), C(C)O (ethanol). Run in C(C)(=O)O (acetic acid). Product: [N+](=O)([O-])C1=CC=CC2=NN(N=C21)C2=CC=CC=C2 (4-nitro-2-phenyl-2H-benzotriazole). Yield: 17.7%. As a reaction SMILES: [N+:1]([C:4]1[CH:9]=[CH:8][CH:7]=[C:6]([N+:10]([O-:12])=[O:11])[C:5]=1Cl)([O-])=O.[C:14]1([NH:20][NH2:21])[CH:19]=[CH:18][CH:17]=[CH:16][CH:15]=1.C(O)C>C(O)(=O)C>[N+:10]([C:6]1[C:5]2[C:4](=[N:1][N:20]([C:14]3[CH:19]=[CH:18][CH:17]=[CH:16][CH:15]=3)[N:21]=2)[CH:9]=[CH:8][CH:7]=1)([O-:12])=[O:11]. Procedure details: A solution of 40.6 grams of 2,6-dinitrochlorobenzene, 21.6 grams phenylhydrazine and 350 milliliters of 95% ethanol is heated at the reflux temperature for 22 hours. Then the solvent is evaporated to yield a dark oil. To the oil is added 70 milliliters of acetic acid and the mixture is heated to reflux for 6 hours. After cooling to room temperature, the crude product is collected by filtration, washed with petroleum ether and then washed with hot methanol to yield 8.5 grams (18%) of product m.p.... Reactants: C(C1CCCCC1)(=O)NN=C(C(=O)OC)C1=CC=CC=C1 (phenylglyoxylic acid methyl ester-2-hexahydrobenzoylhydrazone), O.NN (hydrazine hydrate). The solvent is N1=CC=CC=C1 (pyridine). Product: C1(CCCCC1)C1=NN=C(C(N1N)=O)C1=CC=CC=C1 (3-cyclohexyl-4-amino-6-phenyl-5-H-1,2,4-triazin-5-one). Yield: 19.6%. RXN SMILES: [C:1]([NH:9][N:10]=[C:11]([C:16]1[CH:21]=[CH:20][CH:19]=[CH:18][CH:17]=1)[C:12](OC)=[O:13])(=O)[CH:2]1[CH2:7][CH2:6][CH2:5][CH2:4][CH2:3]1.O.[NH2:23][NH2:24]>N1C=CC=CC=1>[CH:2]1([C:1]2[N:23]([NH2:24])[C:12](=[O:13])[C:11]([C:16]3[CH:21]=[CH:20][CH:19]=[CH:18][CH:17]=3)=[N:10][N:9]=2)[CH2:7][CH2:6][CH2:5][CH2:4][CH2:3]1 |f:1.2|. Procedure details: 28.8 g (0.1 mol) of phenylglyoxylic acid methyl ester-2-hexahydrobenzoylhydrazone and 10 g of hydrazine hydrate (0.2 mol) were stirred in 100 ml of pyridine, which had been dried over potassium hydroxide, for 45 minutes at 100°C and the mixture was subsequently cooled. Thereupon, the mixture solidifed to a paste. 100 ml of water were added and the whole was stirred for some hours and the product filtered off. After washing with water and drying, 5.3 g (19.7% of theory) of 3-cyclohexyl-4-amino-6-... The reactants are COC(=O)C1=NN2C(N=CC(=C2)Br)=C1 (6-Bromo-pyrazolo[1,5-a]pyrimidine-2-carboxylic acid methyl ester), C1(=CC=CC=C1)C#C (phenylacetylene). Product: COC(=O)C1=NN2C(N=CC(=C2)C#CC2=CC=CC=C2)=C1 (6-Phenylethynyl-pyrazolo[1,5-a]pyrimidine-2-carboxylic acid methyl ester). As a reaction SMILES: [CH3:1][O:2][C:3]([C:5]1[CH:14]=[C:8]2[N:9]=[CH:10][C:11](Br)=[CH:12][N:7]2[N:6]=1)=[O:4].[C:15]1([C:21]#[CH:22])[CH:20]=[CH:19][CH:18]=[CH:17][CH:16]=1>>[CH3:1][O:2][C:3]([C:5]1[CH:14]=[C:8]2[N:9]=[CH:10][C:11]([C:22]#[C:21][C:15]3[CH:20]=[CH:19][CH:18]=[CH:17][CH:16]=3)=[CH:12][N:7]2[N:6]=1)=[O:4]. Reported procedure: The title compound, grey solid, MS: m/e=278.2 (M+H+), can be prepared in accordance with the general method of example 1 from 6-bromo-pyrazolo[1,5-a]pyrimidine-2-carboxylic acid methyl ester (example 28, step 1) and phenylacetylene. Starting materials: ClC(=O)C1=CC(=C(C(=O)[O-])C=C1)C1=CC=CC=C1 (p-chlorocarbonylphenylbenzoate), NC1=C(C=C(C(=C1)NS(=O)(=O)C1=CC=C(C=C1)C)NS(=O)(=O)C1=CC=C(C=C1)C)N (1,2-diamino-4,5-bis(p-toluenesulfonamido)benzene). The solvent is C1=CC(=CC=C1Cl)Cl (dichlorobenzene). The product is C(=O)(OC1=CC=CC=C1)C1=CC=C(C=C1)C=1NC2=C(N1)C=C(C(=C2)NS(=O)(=O)C2=CC=C(C=C2)C)NS(=O)(=O)C2=CC=C(C=C2)C (2-[p-carbophenoxyphenyl]-5,6-bis(p-toluenesulfonamido)-benzimidazole). Yield: 76.6%. As a reaction SMILES: Cl[C:2]([C:4]1[CH:12]=[CH:11][C:7]([C:8]([O-:10])=[O:9])=[C:6](C2C=CC=CC=2)[CH:5]=1)=O.[NH2:19][C:20]1[CH:25]=[C:24]([NH:26][S:27]([C:30]2[CH:35]=[CH:34][C:33]([CH3:36])=[CH:32][CH:31]=2)(=[O:29])=[O:28])[C:23]([NH:37][S:38]([C:41]2[CH:46]=[CH:45][C:44]([CH3:47])=[CH:43][CH:42]=2)(=[O:40])=[O:39])=[CH:22][C:21]=1[NH2:48]>C1C(Cl)=CC=C(Cl)C=1>[C:8]([C:7]1[CH:6]=[CH:5][C:4]([C:2]2[NH:48][C:21]3[CH:22]=[C:23]([NH:37][S:38]([C:41]4[CH:46]=[CH:45][C:44]([CH3:47])=[CH:43][CH:42]=4)(=[O:40])=[O:39])[C:24]([NH:26][S:27]([C:30]4[CH:35]=[CH:34][C:33]([CH3:36])=[CH:32][CH:31]=4)(=[O:28])=[O:29])=[CH:25][C:20]=3[N:19]=2)=[CH:12][CH:11]=1)([O:10][C:4]1[CH:12]=[CH:11][CH:7]=[CH:6][CH:5]=1)=[O:9]. Procedure: To a solution containing 8.7 g (33.6mmole) of p-chlorocarbonylphenylbenzoate dissolved in 50 ml of dichlorobenzene was added 5 g (11.2 mmole) of 1,2-diamino-4,5-bis(p-toluenesulfonamido)benzene. The resulting mixture was heated to reflux under nitrogen (frothing), and was maintained at that temperature for 2 hours. The solution was then distilled to half of the original volume, and heptane was added to precipitate the yellow product. The crude product was filtered, washed with several portions o... The reactants are Cl.ClC1=NN=C(C2=CC=CC=C12)CC1=NC=NC=C1 (1-chloro-4-(4-pyrimidinylmethyl)phthalazine hydrochloride), ClC1=CC=C(N)C=C1 (4-chloroaniline). The solvent is ClCCl.CO (dichloromethane CH3OH). Yields the product ClC1=CC=C(NC2=NN=C(C3=CC=CC=C23)CC2=NC=NC=C2)C=C1 (1-(4-Chloroanilino)-4-(4-pyrimidinylmethyl)phthalazine). As a reaction SMILES: Cl.Cl[C:3]1[C:12]2[C:7](=[CH:8][CH:9]=[CH:10][CH:11]=2)[C:6]([CH2:13][C:14]2[CH:19]=[CH:18][N:17]=[CH:16][N:15]=2)=[N:5][N:4]=1.[Cl:20][C:21]1[CH:27]=[CH:26][C:24]([NH2:25])=[CH:23][CH:22]=1>ClCCl.CO>[Cl:20][C:21]1[CH:27]=[CH:26][C:24]([NH:25][C:3]2[C:12]3[C:7](=[CH:8][CH:9]=[CH:10][CH:11]=3)[C:6]([CH2:13][C:14]3[CH:19]=[CH:18][N:17]=[CH:16][N:15]=3)=[N:5][N:4]=2)=[CH:23][CH:22]=1 |f:0.1,3.4|. Procedure details: A mixture of 100 mg (0.45 mmol) 1-chloro-4-(4-pyrimidinylmethyl)phthalazine hydrochloride and 149 mg (1.17 mmol) 4-chloroaniline is heated for 1.5 h to 100° C. The reaction mixture is distributed between dichloromethane/CH3OH, 19:1 and sat. NaHCO3solution. The organic phase is separated off, washed with water and brine, dried (Na2SO4), and concentrated by evaporation. Chromatography (SiO2; ethyl acetate/CH3OH, 19:1) and crystallization from ethyl acetate/ether yield the title compound: m.p.: 174...